This data is from the Open Reaction Database (ORD), a public repository of structured organic reaction records. The task is: describe an organic reaction: reactants, conditions, products, and yield Reactants: O, CC(C)(C)OC(=O)N1CCC(C(C)(O)C#Cc2ccccc2)CC1. Yields the product C=C(C#Cc1ccccc1)C1CCN(C(=O)OC(C)(C)C)CC1. RXN SMILES: [OH2:25].[OH:1][C:2]([C:3]#[C:4][c:5]1[cH:6][cH:7][cH:8][cH:9][cH:10]1)([CH3:11])[CH:12]1[CH2:13][CH2:14][N:15]([C:18](=[O:19])[O:20][C:21]([CH3:22])([CH3:23])[CH3:24])[CH2:16][CH2:17]1>>[C:2]([C:3]#[C:4][c:5]1[cH:6][cH:7][cH:8][cH:9][cH:10]1)(=[CH2:11])[CH:12]1[CH2:13][CH2:14][N:15]([C:18](=[O:19])[O:20][C:21]([CH3:22])([CH3:23])[CH3:24])[CH2:16][CH2:17]1. Reactants: CCN(C(C)C)C(C)C, Cc1ccccc1, Clc1ccc(Cl)nn1, NCCNCC(O)COc1ccccc1. Product: OC(CNCCNc1ccc(Cl)nn1)COc1ccccc1. RXN SMILES: [CH2:24]([N:25]([CH:26]([CH3:27])[CH3:28])[CH:29]([CH3:30])[CH3:31])[CH3:32].[CH3:33][c:34]1[cH:35][cH:36][cH:37][cH:38][cH:39]1.[Cl:1][c:2]1[n:3][n:4][c:5]([Cl:8])[cH:6][cH:7]1.[O:9]([c:10]1[cH:11][cH:12][cH:13][cH:14][cH:15]1)[CH2:16][CH:17]([CH2:18][NH:19][CH2:20][CH2:21][NH2:22])[OH:23]>>[Cl:1][c:2]1[n:3][n:4][c:5]([NH:22][CH2:21][CH2:20][NH:19][CH2:18][CH:17]([CH2:16][O:9][c:10]2[cH:11][cH:12][cH:13][cH:14][cH:15]2)[OH:23])[cH:6][cH:7]1. The reactants are Clc1nccn2c(I)ncc12, [Na+], O=C([O-])O, O=C1CCC(=O)N1Br, CN(C)C=O. The product is Clc1nccn2c(I)nc(Br)c12. As a reaction SMILES: [Cl:1][c:2]1[c:3]2[n:4]([cH:5][cH:6][n:7]1)[c:8]([I:11])[n:9][cH:10]2.[Na+:24].[O-:20][C:21]([OH:22])=[O:23].[O:12]=[C:13]1[N:14]([Br:19])[C:15](=[O:16])[CH2:17][CH2:18]1.[O:25]=[CH:26][N:27]([CH3:28])[CH3:29]>>[Cl:1][c:2]1[c:3]2[n:4]([cH:5][cH:6][n:7]1)[c:8]([I:11])[n:9][c:10]2[Br:19]. The reactants are ClC1=C(C=NC=C1)[N+](=O)[O-] (4-chloro-3-nitropyridine), COC1=CC=C(N)C=C1 (4-methoxyaniline), C(C)(=O)[O-].[Na+] (sodium acetate). Solvent: O (water), C(C)O (ethanol). Product: COC1=CC=C(C=C1)NC1=C(C=NC=C1)[N+](=O)[O-] ((4-Methoxy-phenyl)-(3-nitro-pyridin-4-yl)-amine). Yield: 74.0%. As a reaction SMILES: Cl[C:2]1[CH:7]=[CH:6][N:5]=[CH:4][C:3]=1[N+:8]([O-:10])=[O:9].[CH3:11][O:12][C:13]1[CH:19]=[CH:18][C:16]([NH2:17])=[CH:15][CH:14]=1.C([O-])(=O)C.[Na+]>C(O)C.O>[CH3:11][O:12][C:13]1[CH:19]=[CH:18][C:16]([NH:17][C:2]2[CH:7]=[CH:6][N:5]=[CH:4][C:3]=2[N+:8]([O-:10])=[O:9])=[CH:15][CH:14]=1 |f:2.3|. Procedure: To a solution of 4-chloro-3-nitropyridine (Kruger J, Mann F. G, J. Chem. Soc., 1955, 2755) (700 mg, 4.41 mmol) in ethanol (10 ml) was added 4-methoxyaniline (1.087 g, 8.82 mmol), followed by sodium acetate (362 mg, 4.41 mmol). The mixture was heated under reflux for 16 hours, cooled to room temperature and diluted with water (30 ml). The resulting precipitate was collected by filtration, washed with water (×3) and dried in vacuo to afford the title compound (800 mg, 74%); MS (ES+) m/e 309 [M+H]+... Reactants: [F-].[Cs+] (CsF), CN(C)C=O (DMF), ClC1=C(C=CC(=C1)I)NC1=C(C(=O)NOC[C@@H](CO)O)C=CN=C1 (3-[(2-chloro-4-iodophenyl)amino]-N-{[(2R)-2,3-dihydroxypropyl]oxy}isonicotinamide), C[Si](C)(C)C#C (trimethylsilylacetylene). The reagents and catalysts are Cl[Pd]([P](C1=CC=CC=C1)(C2=CC=CC=C2)C3=CC=CC=C3)([P](C4=CC=CC=C4)(C5=CC=CC=C5)C6=CC=CC=C6)Cl (dichlorobis(triphenylphosphine)palladium(II)), [Cu]I (copper (I) iodide). Solvent: CO (methanol). Reaction conditions: time 18 hour. Yields the product ClC1=C(C=CC(=C1)C#C)NC1=C(C(=O)NOCC(CO)O)C=CN=C1 (3-(2-Chloro-4-ethynyl-phenylamino)-N-(2,3-dihydroxy-propoxy)-isonicotinamide). Reaction SMILES: [Cl:1][C:2]1[CH:7]=[C:6](I)[CH:5]=[CH:4][C:3]=1[NH:9][C:10]1[CH:24]=[N:23][CH:22]=[CH:21][C:11]=1[C:12]([NH:14][O:15][CH2:16][C@H:17]([OH:20])[CH2:18][OH:19])=[O:13].CN(C=O)C.C[Si]([C:34]#[CH:35])(C)C.[F-].[Cs+]>CO.Cl[Pd](Cl)([P](C1C=CC=CC=1)(C1C=CC=CC=1)C1C=CC=CC=1)[P](C1C=CC=CC=1)(C1C=CC=CC=1)C1C=CC=CC=1.[Cu]I>[Cl:1][C:2]1[CH:7]=[C:6]([C:34]#[CH:35])[CH:5]=[CH:4][C:3]=1[NH:9][C:10]1[CH:24]=[N:23][CH:22]=[CH:21][C:11]=1[C:12]([NH:14][O:15][CH2:16][CH:17]([OH:20])[CH2:18][OH:19])=[O:13] |f:3.4,^1:42,61|. Procedure: 0.43 mmol of 3-[(2-chloro-4-iodophenyl)amino]-N-{[(2R)-2,3-dihydroxypropyl]oxy}isonicotinamide (synthesis described above), 0.02 mmol of dichlorobis(triphenylphosphine)palladium(II), and 0.03 mmol of copper (I) iodide were dissolved and DMF and TEA. 0.93 mmol of trimethylsilylacetylene was added to the stirring solution and the resultant orange mixture was vigorously stirred for 18 h at ambient temperature. The solvent was then removed under reduced pressure and the residue was diluted with EtOA... Reactants: C1CCOC1, CCOC(=O)c1cnncc1C, Cl, [Na+], [OH-], O. Yields the product Cc1cnncc1C(=O)O. Reaction SMILES: [CH2:17]1[O:18][CH2:19][CH2:20][CH2:21]1.[CH3:1][c:2]1[c:3]([C:8](=[O:9])[O:10][CH2:11][CH3:12])[cH:4][n:5][n:6][cH:7]1.[ClH:15].[Na+:14].[OH-:13].[OH2:16]>>[CH3:1][c:2]1[c:3]([C:8](=[O:9])[OH:10])[cH:4][n:5][n:6][cH:7]1. The reactants are Cl.N[C@@H]1CC[C@H](CC1)NC(=O)C1=C(NC=2C1=NC=CC2C2=C(C=CC(=C2)C)OCC2CC2)C (N-(Trans-4-aminocyclohexyl)-7-[2-(cyclopropylmethoxy)-5-methylphenyl]-2-methyl-1H-pyrrolo[3,2-b]pyridine-3-carboxamide hydrochloride), C(C)(=O)OCC(=O)Cl (2-chloro-2-oxoethyl acetate). Product: C1(CC1)COC1=C(C=C(C=C1)C)C1=C2C(=NC=C1)C(=C(N2)C)C(=O)N[C@@H]2CC[C@H](CC2)NC(CO)=O (7-[2-(Cyclopropylmethoxy)-5-methylphenyl]-N-{trans-4-[(hydroxyacetyl)amino]cyclohexyl}-2-methyl-1H-pyrrolo[3,2-b]pyridine-3-carboxamide). As a reaction SMILES: Cl.[NH2:2][C@H:3]1[CH2:8][CH2:7][C@H:6]([NH:9][C:10]([C:12]2[C:16]3=[N:17][CH:18]=[CH:19][C:20]([C:21]4[CH:26]=[C:25]([CH3:27])[CH:24]=[CH:23][C:22]=4[O:28][CH2:29][CH:30]4[CH2:32][CH2:31]4)=[C:15]3[NH:14][C:13]=2[CH3:33])=[O:11])[CH2:5][CH2:4]1.C([O:37][CH2:38][C:39](Cl)=[O:40])(=O)C>>[CH:30]1([CH2:29][O:28][C:22]2[CH:23]=[CH:24][C:25]([CH3:27])=[CH:26][C:21]=2[C:20]2[CH:19]=[CH:18][N:17]=[C:16]3[C:12]([C:10]([NH:9][C@H:6]4[CH2:7][CH2:8][C@H:3]([NH:2][C:38](=[O:37])[CH2:39][OH:40])[CH2:4][CH2:5]4)=[O:11])=[C:13]([CH3:33])[NH:14][C:15]=23)[CH2:31][CH2:32]1 |f:0.1|. Reported procedure: Starting from N-(trans-4-aminocyclohexyl)-7-[2-(cyclopropylmethoxy)-5-methylphenyl]-2-methyl-1H-pyrrolo[3,2-b]pyridine-3-carboxamide hydrochloride (example D.f19) and commercially available 2-chloro-2-oxoethyl acetate the title compound is obtained as colorless solid. The reactants are BrC1=C2N(N=C1C)CCC2 (3-bromo-2-methyl-5,6-dihydro-4H-pyrrolo[1,2-b]pyrazole), COC(C1=CC(=C(C=C1)C#N)B1OC(C(O1)(C)C)(C)C)=O (4-cyano-3-(4,4,5,5-tetramethyl-[1,3,2]dioxaborolan-2-yl)-benzoic acid methyl ester), [O-]P(=O)([O-])[O-].[K+].[K+].[K+] (K3PO4). The reagents and catalysts are C=1C=CC(=CC1)[P](C=2C=CC=CC2)(C=3C=CC=CC3)[Pd]([P](C=4C=CC=CC4)(C=5C=CC=CC5)C=6C=CC=CC6)([P](C=7C=CC=CC7)(C=8C=CC=CC8)C=9C=CC=CC9)[P](C=1C=CC=CC1)(C=1C=CC=CC1)C=1C=CC=CC1 (tetrakis(triphenylphosphine)palladium). Solvent: O1CCOCC1 (dioxane), CCOC(=O)C (EtOAc). Run at temperature 95 celsius. Product: COC(C1=CC(=C(C=C1)C#N)C1=C2N(N=C1C)CCC2)=O (4-Cyano-3-(2-methyl-5,6-dihydro-4H-pyrrolo[1,2-b]pyrazol-3-yl)-benzoic acid methyl ester). Yield: 49.8%. RXN SMILES: Br[C:2]1[C:6]([CH3:7])=[N:5][N:4]2[CH2:8][CH2:9][CH2:10][C:3]=12.[CH3:11][O:12][C:13](=[O:31])[C:14]1[CH:19]=[CH:18][C:17]([C:20]#[N:21])=[C:16](B2OC(C)(C)C(C)(C)O2)[CH:15]=1.[O-]P([O-])([O-])=O.[K+].[K+].[K+]>O1CCOCC1.CCOC(C)=O.C1C=CC([P]([Pd]([P](C2C=CC=CC=2)(C2C=CC=CC=2)C2C=CC=CC=2)([P](C2C=CC=CC=2)(C2C=CC=CC=2)C2C=CC=CC=2)[P](C2C=CC=CC=2)(C2C=CC=CC=2)C2C=CC=CC=2)(C2C=CC=CC=2)C2C=CC=CC=2)=CC=1>[CH3:11][O:12][C:13](=[O:31])[C:14]1[CH:19]=[CH:18][C:17]([C:20]#[N:21])=[C:16]([C:2]2[C:6]([CH3:7])=[N:5][N:4]3[CH2:8][CH2:9][CH2:10][C:3]=23)[CH:15]=1 |f:2.3.4.5,^1:55,57,76,95|. Procedure: In a pressure sealed flask a suspension of 3-bromo-2-methyl-5,6-dihydro-4H-pyrrolo[1,2-b]pyrazole (1.01 g, 5.0 mmol), 4-cyano-3-(4,4,5,5-tetramethyl-[1,3,2]dioxaborolan-2-yl)-benzoic acid methyl ester (1.8 g, 6.25 mmol), and K3PO4 (2.65 g, 12.5 mmol) in dioxane (50 mL) was degassed by bubbling N2 for 30 m at room temperature. After the addition of tetrakis(triphenylphosphine)palladium (0.58 g, 0.5 mmol) the reaction flask was sealed and the contents heated to 95° C. for 5 h. After cooling the re... The reactants are CC1(C(=N[C@]2([C@H](S1(=O)=O)CCSC1=C2C=C(C=C1)[N+](=O)[O-])C)N(C(OC(C)(C)C)=O)C(=O)OC(C)(C)C)C (tert-butyl N-[(4aR,11bR)-3,3,11b-trimethyl-10-nitro-4,4-dioxo-5,6-dihydro-4aH-[1]benzothiepino[4,5-b][1,4]thiazin-2-yl]-N-tert-butoxycarbonyl-carbamate), CCOC(=O)C (EtOAc). Reagents/catalysts: [Pd] (Pd/C). Run in CO (MeOH). Conditions: time 16 hour. Yields the product NC=1C=CC2=C(C1)[C@@]1([C@H](S(C(C(=N1)N(C(OC(C)(C)C)=O)C(=O)OC(C)(C)C)(C)C)(=O)=O)CCS2)C (tert-butyl N-[(4aR,11bR)-10-amino-3,3,11b-trimethyl-4,4-dioxo-5,6-dihydro-4aH-[1]benzothiepino[4,5-b][1,4]thiazin-2-yl]-N-tert-butoxycarbonyl-carbamate). Isolated yield 89.5%. RXN SMILES: [CH3:1][C:2]1([CH3:38])[S:7](=[O:9])(=[O:8])[C@@H:6]2[CH2:10][CH2:11][S:12][C:13]3[CH:18]=[CH:17][C:16]([N+:19]([O-])=O)=[CH:15][C:14]=3[C@@:5]2([CH3:22])[N:4]=[C:3]1[N:23]([C:31]([O:33][C:34]([CH3:37])([CH3:36])[CH3:35])=[O:32])[C:24](=[O:30])[O:25][C:26]([CH3:29])([CH3:28])[CH3:27].CCOC(C)=O>[Pd].CO>[NH2:19][C:16]1[CH:17]=[CH:18][C:13]2[S:12][CH2:11][CH2:10][C@H:6]3[S:7](=[O:8])(=[O:9])[C:2]([CH3:38])([CH3:1])[C:3]([N:23]([C:24]([O:25][C:26]([CH3:27])([CH3:28])[CH3:29])=[O:30])[C:31](=[O:32])[O:33][C:34]([CH3:35])([CH3:36])[CH3:37])=[N:4][C@:5]3([CH3:22])[C:14]=2[CH:15]=1. Procedure details: A flask was charged with tert-butyl N-[(4aR,11bR)-3,3,11b-trimethyl-10-nitro-4,4-dioxo-5,6-dihydro-4aH-[1]benzothiepino[4,5-b][1,4]thiazin-2-yl]-N-tert-butoxycarbonyl-carbamate (1.18 g, 2.071 mmol), 10 wt. % Pd/C (0.220 g, 0.207 mmol), EtOAc (4.14 ml) and MeOH (4.14 ml). The flask was purged with nitrogen, evacuated, and filled with hydrogen. The reaction was stirred at RT under hydrogen atmosphere for 16 h. The reaction was incomplete, so another 100 mg of 10 wt. % Pd/C was added, and stirring ... Starting materials: CO (methanol), O=S(Cl)Cl (SOCl2), BrC=1C(=NC(=NC1)C1=CC=C(S1)C#N)NC1=NNC(=C1)C1CC1 (5-(5-bromo-4-(5-cyclopropyl-1H-pyrazol-3-ylamino)pyrimidin-2-yl)thiophene-2-carbonitrile), [OH-].[Na+] (NaOH). Solvent: CO.C1CCOC1 (methanol THF). Conditions: temperature 0 celsius, time 1 hour. The product is BrC=1C(=NC(=NC1)C1=CC=C(S1)C(=O)O)NC1=NNC(=C1)C1CC1 (5-(5-bromo-4-(5-cyclopropyl-1H-pyrazol-3-ylamino)pyrimidin-2-yl)thiophene-2-carboxylic acid). The yield is 38.9%. RXN SMILES: [CH3:1][OH:2].O=S(Cl)Cl.[Br:7][C:8]1[C:9]([NH:21][C:22]2[CH:26]=[C:25]([CH:27]3[CH2:29][CH2:28]3)[NH:24][N:23]=2)=[N:10][C:11]([C:14]2[S:18][C:17](C#N)=[CH:16][CH:15]=2)=[N:12][CH:13]=1.[OH-:30].[Na+]>CO.C1COCC1>[Br:7][C:8]1[C:9]([NH:21][C:22]2[CH:26]=[C:25]([CH:27]3[CH2:29][CH2:28]3)[NH:24][N:23]=2)=[N:10][C:11]([C:14]2[S:18][C:17]([C:1]([OH:30])=[O:2])=[CH:16][CH:15]=2)=[N:12][CH:13]=1 |f:3.4,5.6|. Procedure details: A 100 mL round bottomed flask was charged with anhydrous methanol (50 mL). Then, SOCl2 (20 mL) was added dropwise with ice bath. After addition, the mixture was stirred for 1 h at 0° C. Then, the ice bath was removed and 5-(5-bromo-4-(5-cyclopropyl-1H-pyrazol-3-ylamino)pyrimidin-2-yl)thiophene-2-carbonitrile (800 mg, 2.1 mmol, 1.0 equiv.) was added. The mixture was stirred overnight at rt and the solvent was removed. Then, methanol (10 mL) and 1 N HCl aqueous (5 mL) was added. The mixture was st...